This data is from the Open Reaction Database (ORD), a public repository of structured organic reaction records. The task is: describe an organic reaction: reactants, conditions, products, and yield RXN SMILES: [CH3:1][O:2][C:3]([c:4]1[cH:5][n:6][c:7]([O:10][CH2:11][c:12]2[c:13]([CH2:19][CH2:20][CH2:21][CH3:22])[n:14][o:15][c:16]2[CH2:17][OH:18])[cH:8][cH:9]1)=[O:23].[Na+:25].[O:26]1[CH2:27][CH2:28][O:29][CH2:30][CH2:31]1.[OH-:24]>>[O:2]=[C:3]([c:4]1[cH:5][n:6][c:7]([O:10][CH2:11][c:12]2[c:13]([CH2:19][CH2:20][CH2:21][CH3:22])[n:14][o:15][c:16]2[CH2:17][OH:18])[cH:8][cH:9]1)[OH:23]. Reactants: CCCCc1noc(CO)c1COc1ccc(C(=O)OC)cn1, [Na+], C1COCCO1, [OH-]. Yields the product CCCCc1noc(CO)c1COc1ccc(C(=O)O)cn1.